Dataset: the Open Reaction Database (ORD), a public repository of structured organic reaction records. Task: describe an organic reaction: reactants, conditions, products, and yield Starting materials: compound, ClC1=NC=NC2=CC=C(C=C12)O (4-chloro-6-hydroxy-quinazoline), ClC1=NC=CC=C1C (2-chloro-3-methylpyridine), NC1=NN(C=C1)C (3-amino-1-methyl-1H-pyrazole). Product: CN1N=C(C=C1)NC1=NC=NC2=CC=C(C=C12)OC1=NC=CC=C1C (N-(1-Methyl-1H-pyrazol-3-yl)-6-[(3-methylpyridin-2-yl)oxy]quinazolin-4-yl-amine). Reaction SMILES: Cl[C:2]1[C:7]([CH3:8])=[CH:6][CH:5]=[CH:4][N:3]=1.[NH2:9][C:10]1[CH:14]=[CH:13][N:12]([CH3:15])[N:11]=1.Cl[C:17]1[C:26]2[C:21](=[CH:22][CH:23]=[C:24]([OH:27])[CH:25]=2)[N:20]=[CH:19][N:18]=1>>[CH3:15][N:12]1[CH:13]=[CH:14][C:10]([NH:9][C:17]2[C:26]3[C:21](=[CH:22][CH:23]=[C:24]([O:27][C:2]4[C:7]([CH3:8])=[CH:6][CH:5]=[CH:4][N:3]=4)[CH:25]=3)[N:20]=[CH:19][N:18]=2)=[N:11]1. Procedure: The compound of Example 121 was manufactured by the same method as in Example 95, by a similar method thereto or by a combination of such a method with a conventional method using 2-chloro-3-methylpyridine, 3-amino-1-methyl-1H-pyrazole and 4-chloro-6-hydroxy-quinazoline. Starting materials: CC1(CC(CC(C1)=O)=O)C (5,5-dimethyl-1,3-cyclohexanedione), ClCC(C)=O (chloroacetone), [NH4+].[Cl-] (NH4Cl), [H-].[Na+] (sodium hydride). Run in CN(C)C=O (DMF), CN(C)C=O (DMF). Conditions: time 3 hour. Product: CC1(CC(C(C(C1)=O)CC(C)=O)=O)C (5,5-dimethyl-2-(2-oxopropyl)cyclohexane-1,3-dione). Reaction SMILES: [H-].[Na+].[CH3:3][C:4]1([CH3:12])[CH2:9][C:8](=[O:10])[CH2:7][C:6](=[O:11])[CH2:5]1.Cl[CH2:14][C:15](=[O:17])[CH3:16].[NH4+].[Cl-]>CN(C=O)C>[CH3:3][C:4]1([CH3:12])[CH2:9][C:8](=[O:10])[CH:7]([CH2:14][C:15](=[O:17])[CH3:16])[C:6](=[O:11])[CH2:5]1 |f:0.1,4.5|. Procedure: An oven dried flask was charged with sodium hydride (3.61 g, 142.7 mmol) to which 200 mL of anhydrous DMF was added. The flask was cooled in an ice bath before adding 5,5-dimethyl-1,3-cyclohexanedione (20.0 g, 142.7 mmol) and chloroacetone (11.36 mL, 142.7 mmol) in 100 mL DMF in a controlled manner. The reaction was allowed to warm to RT and stirred for 3 h. Saturated NH4Cl was added and the mixture was washed several times with EtOAc. The combined organic layer was dried over MgSO4, filtered, t... Starting materials: C(C)OC(=O)[C@@H]1N(CC=C1)C(CCCCC(=O)N1[C@H](C=CC1)C(=O)OCC)=O ((R)-1-[6-[(R)-2-ethyloxycarbonyl-2,5-dihydropyrrole-1-yl]-6-oxo-hexanoyl]-2,5-dihydropyrrole-2-carboxylic acid ethyl ester), Cl (HCl). Product: C(=O)(O)[C@@H]1N(CC=C1)C(CCCCC(=O)N1[C@H](C=CC1)C(=O)O)=O ((R)-1-[6-[(R)-2-carboxy-2,5-dihydropyrrole-1-yl]-6-oxo-hexanoyl]-2,5-dihydropyrrole-2-carboxylic acid). Isolated yield 118.9%. RXN SMILES: C([O:3][C:4]([C@H:6]1[CH:10]=[CH:9][CH2:8][N:7]1[C:11](=[O:28])[CH2:12][CH2:13][CH2:14][CH2:15][C:16]([N:18]1[CH2:22][CH:21]=[CH:20][C@@H:19]1[C:23]([O:25]CC)=[O:24])=[O:17])=[O:5])C.Cl>>[C:23]([C@H:19]1[CH:20]=[CH:21][CH2:22][N:18]1[C:16](=[O:17])[CH2:15][CH2:14][CH2:13][CH2:12][C:11]([N:7]1[CH2:8][CH:9]=[CH:10][C@@H:6]1[C:4]([OH:5])=[O:3])=[O:28])([OH:25])=[O:24]. Procedure: 0.09g (0.0002 mol) (R)-1-[6-[(R)-2-ethyloxycarbonyl-2,5-dihydropyrrole-1-yl]-6-oxo-hexanoyl]-2,5-dihydropyrrole-2-carboxylic acid ethyl ester were stirred with aqueous HCl at 50° C. for 3 hours. The solvent was evaporated and the residue dissolved in water and lyophilized to yield 0.08 g (97%) (R)-1-[6-[(R)-2-carboxy-2,5-dihydropyrrole-1-yl]-6-oxo-hexanoyl]-2,5-dihydropyrrole-2-carboxylic acid as light yellow foam. ISP-MS: 335 (M−H)−.